Dataset: the Open Reaction Database (ORD), a public repository of structured organic reaction records. Task: describe an organic reaction: reactants, conditions, products, and yield Starting materials: thiolate, BrCCCBr (1,3-dibromopropane), ClC=1C=C(C=CC1SC(N(C)C)=O)CC(=O)OC (methyl 3-chloro-4-dimethylcarbamoylthiophenylacetate), C[O-].[Na+] (NaOMe), C[O-].[Na+].CO (NaOMe MeOH), C(N)([O-])=O (carbamate). The solvent is CO (methanol), CO (methanol), CO (methanol). Run at time 30 minute. The product is ClC=1C=C(C=CC1SCCCBr)CC(=O)OC (methyl 3-chloro-4-(3-bromopropylthio)phenylacetate). RXN SMILES: [Cl:1][C:2]1[CH:3]=[C:4]([CH2:14][C:15]([O:17][CH3:18])=[O:16])[CH:5]=[CH:6][C:7]=1[S:8][C:9](=O)N(C)C.C[O-].[Na+].C(=O)([O-])N.C[O-].[Na+].CO.[Br:31][CH2:32][CH2:33]CBr>CO>[Cl:1][C:2]1[CH:3]=[C:4]([CH2:14][C:15]([O:17][CH3:18])=[O:16])[CH:5]=[CH:6][C:7]=1[S:8][CH2:9][CH2:33][CH2:32][Br:31] |f:1.2,4.5.6|. Procedure: To a solution of methyl 3-chloro-4-dimethylcarbamoylthiophenylacetate (8.5 g, 0.0295 mol) in methanol (30 mL) was added 25% NaOMe in methanol (7.0 mL, 0.034 mol). The reaction was heated to reflux for 2 h. TLC analysis shows residual starting carbamate. Additional NaOMe/MeOH (1.0 mL) was added and the mixture stirred an additional 30 min at reflux. After cooling to ambient temperature, the thiolate solution was added dropwise to a solution of 1,3-dibromopropane (12 mL, 0.12 mol) in methanol (30 ... Starting materials: FC(C(=O)NC1=C(C(=O)N)C=CC=C1)(C1=NC=C(C=C1)F)F (2-(2,2-difluoro-2-(5-fluoropyridin-2-yl)acetamido)benzamide), ClC(C)Cl (dichloroethane), TEA, Cl[Si](C)(C)C (chlorotrimethylsilane). Reaction conditions: temperature 85 celsius. Yields the product FC(C1=NC2=CC=CC=C2C(=N1)O)(C1=NC=C(C=C1)F)F (2-(difluoro(5-fluoropyridin-2-yl)methyl)quinazolin-4-ol). The yield is 91.8%. As a reaction SMILES: [F:1][C:2]([F:22])([C:15]1[CH:20]=[CH:19][C:18]([F:21])=[CH:17][N:16]=1)[C:3]([NH:5][C:6]1[CH:14]=[CH:13][CH:12]=[CH:11][C:7]=1[C:8]([NH2:10])=[O:9])=O.ClC(Cl)C.Cl[Si](C)(C)C>>[F:1][C:2]([F:22])([C:15]1[CH:20]=[CH:19][C:18]([F:21])=[CH:17][N:16]=1)[C:3]1[N:10]=[C:8]([OH:9])[C:7]2[C:6](=[CH:14][CH:13]=[CH:12][CH:11]=2)[N:5]=1. Reported procedure: To 2-(2,2-difluoro-2-(5-fluoropyridin-2-yl)acetamido)benzamide (580 mg, 1.87 mmol) were added dichloroethane (15 mL) and TEA (11 mL, 75 mmol) followed by chlorotrimethylsilane (3.56 mL, 28 mmol) and the mixture was heated at 85° C. for 2-3 h. The mixture was concentrated to dryness and the residue was partitioned between saturated aq ammonium chloride and EtOAc. The organic layer was concentrated and the residue was purified by silica gel chromotography eluting with 0-10% MeOH/DCM to afford 2-(d...